Dataset: the Open Reaction Database (ORD), a public repository of structured organic reaction records. Task: describe an organic reaction: reactants, conditions, products, and yield Starting materials: Clc1cc(Br)ccn1, C1CCOC1, COC(=O)Cl, CC(C)[N-]C(C)C, [Li+]. The product is COC(=O)c1c(Br)ccnc1Cl. Reaction SMILES: [Br:1][c:2]1[cH:3][c:4]([Cl:8])[n:5][cH:6][cH:7]1.[CH2:22]1[O:23][CH2:24][CH2:25][CH2:26]1.[CH3:17][O:18][C:19](=[O:20])[Cl:21].[CH:9]([N-:10][CH:11]([CH3:12])[CH3:13])([CH3:14])[CH3:15].[Li+:16]>>[Br:1][c:2]1[c:3]([C:19]([O:18][CH3:17])=[O:20])[c:4]([Cl:8])[n:5][cH:6][cH:7]1. Starting materials: CCOC(=O)CN(CCNN1C(=O)c2ccccc2C1=O)C(=O)OCc1ccccc1, c1ccc(Oc2ccccc2)cc1. Product: O=C(OCc1ccccc1)N1CCN(N2C(=O)c3ccccc3C2=O)C(=O)C1. RXN SMILES: [CH2:1]([O:2][C:4]([CH2:5][N:6]([CH2:7][CH2:8][NH:9][N:10]1[C:11](=[O:20])[c:12]2[cH:13][cH:14][cH:15][cH:16][c:17]2[C:18]1=[O:19])[C:21](=[O:22])[O:23][CH2:24][c:25]1[cH:26][cH:27][cH:28][cH:29][cH:30]1)=[O:31])[CH3:3].[O:32]([c:33]1[cH:34][cH:35][cH:36][cH:37][cH:38]1)[c:39]1[cH:40][cH:41][cH:42][cH:43][cH:44]1>>[C:4]1(=[O:31])[CH2:5][N:6]([C:21](=[O:22])[O:23][CH2:24][c:25]2[cH:26][cH:27][cH:28][cH:29][cH:30]2)[CH2:7][CH2:8][N:9]1[N:10]1[C:11](=[O:20])[c:12]2[cH:13][cH:14][cH:15][cH:16][c:17]2[C:18]1=[O:19]. Reactants: O=c1cc(N2CCOCC2)oc2c(Br)csc12, CO, CC(C)NC(C)C, [Cu]I, C#Cc1ccccc1. Product: O=c1cc(N2CCOCC2)oc2c(C#Cc3ccccc3)csc12. As a reaction SMILES: [Br:1][c:2]1[cH:3][s:4][c:5]2[c:6]1[o:7][c:8]([N:12]1[CH2:13][CH2:14][O:15][CH2:16][CH2:17]1)[cH:9][c:10]2=[O:11].[CH3:33][OH:34].[CH:26]([NH:27][CH:28]([CH3:29])[CH3:30])([CH3:31])[CH3:32].[Cu:35][I:36].[c:18]1([C:24]#[CH:25])[cH:19][cH:20][cH:21][cH:22][cH:23]1>>[c:2]1([C:25]#[C:24][c:18]2[cH:19][cH:20][cH:21][cH:22][cH:23]2)[cH:3][s:4][c:5]2[c:6]1[o:7][c:8]([N:12]1[CH2:13][CH2:14][O:15][CH2:16][CH2:17]1)[cH:9][c:10]2=[O:11]. The reactants are BrCCCC(=O)OCC (ethyl 4-bromobutanoate), Cl.COC1=C(C=CC=C1)N1CCNCC1 (1-(2-methoxyphenyl)piperazine hydrochloride), 17a. The product is COC1=C(C=CC=C1)N1CCN(CC1)CCCC(=O)OCC (Ethyl 4-(4-(2-methoxyphenyl)piperazin-1-yl)butanoate). As a reaction SMILES: Br[CH2:2][CH2:3][CH2:4][C:5]([O:7][CH2:8][CH3:9])=[O:6].Cl.[CH3:11][O:12][C:13]1[CH:18]=[CH:17][CH:16]=[CH:15][C:14]=1[N:19]1[CH2:24][CH2:23][NH:22][CH2:21][CH2:20]1>>[CH3:11][O:12][C:13]1[CH:18]=[CH:17][CH:16]=[CH:15][C:14]=1[N:19]1[CH2:24][CH2:23][N:22]([CH2:2][CH2:3][CH2:4][C:5]([O:7][CH2:8][CH3:9])=[O:6])[CH2:21][CH2:20]1 |f:1.2|. Procedure: Ethyl 4-(4-(2-methoxyphenyl)piperazin-1-yl)butanoate (17c) (Scheme 3) was synthesized from ethyl 4-bromobutanoate 16 and the piperazine 4 (R12═OMe, R13═H) according to protocol described for 17a (Example 19). Brown oil, 9.6 g (99%). 1H NMR (400 MHz, CDCl3): δ 1.23 (t, J=7.2 Hz, 3H), 1.82 (quintet, J=7.2 Hz, 2H); 2.35 (t, J=7.2 Hz, 2H); 2.43 (t, J=7.2 Hz, 2H); 2.63 (broad s, 4H); 3.07 (broad s, 4H); 3.84 (s, 3H); 4.13 (q, J=7.2 Hz, 2H); 6.83-6.99 (m, 4H). MS (ESI): m/z=307.50 (M+H+). Starting materials: C1(CCC(=O)O1)=O (Succinic anhydride), [Cl-].[Al+3].[Cl-].[Cl-] (aluminum chloride), C(CCCCCC)OC1=CC=CC=C1 (heptyloxybenzene), [N+](=O)([O-])C1=CC=CC=C1 (nitrobenzene). The solvent is O (water). Conditions: temperature 50 celsius, time 2 hour. The product is C(CCCCCC)OC1=CC=C(C(=O)CCC(=O)O)C=C1 (3-(4-heptyloxybenzoyl)propionic acid). The yield is 75.3%. Reaction SMILES: [C:1]1(=[O:7])[O:6][C:4](=[O:5])[CH2:3][CH2:2]1.[CH2:8]([O:15][C:16]1[CH:21]=[CH:20][CH:19]=[CH:18][CH:17]=1)[CH2:9][CH2:10][CH2:11][CH2:12][CH2:13][CH3:14].[N+](C1C=CC=CC=1)([O-])=O.[Cl-].[Al+3].[Cl-].[Cl-]>O>[CH2:8]([O:15][C:16]1[CH:17]=[CH:18][C:19]([C:4]([CH2:3][CH2:2][C:1]([OH:6])=[O:7])=[O:5])=[CH:20][CH:21]=1)[CH2:9][CH2:10][CH2:11][CH2:12][CH2:13][CH3:14] |f:3.4.5.6|. Reported procedure: Succinic anhydride (62.4 g) mashed by a mortar and pestle was placed in a 1 l three-necked flask, followed by adding heptyloxybenzene (100 g) and nitrobenzene (300 ml), portion-wise adding anhydrous aluminum chloride (150 g) under ice cooling, heating the mixture up to 50° C., agitating for 2 hours, allowing to stand overnight, after which the resulting reaction solution was poured in water, and subjected to steam distillation to distil off excess nitrobenzene, followed by ice-cooling, filtering... The reactants are CN1C(=O)C(NC(=O)OC(C)(C)C)CNc2ccccc21, CC(=O)OC(C)=O. Yields the product CC(=O)N1CC(NC(=O)OC(C)(C)C)C(=O)N(C)c2ccccc21. Reaction SMILES: [C:1]([CH3:2])([CH3:3])([CH3:4])[O:5][C:6]([NH:7][CH:8]1[CH2:9][NH:10][c:11]2[c:12]([cH:17][cH:18][cH:19][cH:20]2)[N:13]([CH3:16])[C:14]1=[O:15])=[O:21].[C:22]([CH3:23])(=[O:24])[O:25][C:26](=[O:27])[CH3:28]>>[C:1]([CH3:2])([CH3:3])([CH3:4])[O:5][C:6]([NH:7][CH:8]1[CH2:9][N:10]([C:22]([CH3:23])=[O:24])[c:11]2[c:12]([cH:17][cH:18][cH:19][cH:20]2)[N:13]([CH3:16])[C:14]1=[O:15])=[O:21]. Starting materials: CC(C)(C)OC(=O)NC(CC(=O)N1CCn2c(C(F)(F)F)nc(C(=O)N3CCC(F)C3)c2C1)Cc1cc(F)c(F)cc1F, CCOC(C)=O, Cl. The product is Cl, NC(CC(=O)N1CCn2c(C(F)(F)F)nc(C(=O)N3CCC(F)C3)c2C1)Cc1cc(F)c(F)cc1F. As a reaction SMILES: [C:1]([O:2][C:3](=[O:4])[NH:7][CH:8]([CH2:9][C:10](=[O:11])[N:12]1[CH2:13][c:14]2[n:15]([c:18]([C:29]([F:30])([F:31])[F:32])[n:19][c:20]2[C:21](=[O:22])[N:23]2[CH2:24][CH:25]([F:28])[CH2:26][CH2:27]2)[CH2:16][CH2:17]1)[CH2:33][c:34]1[c:35]([F:42])[cH:36][c:37]([F:41])[c:38]([F:40])[cH:39]1)([CH3:5])([CH3:6])[CH3:43].[CH3:45][CH2:46][O:47][C:48](=[O:49])[CH3:50].[ClH:44]>>[ClH:44].[NH2:7][CH:8]([CH2:9][C:10](=[O:11])[N:12]1[CH2:13][c:14]2[n:15]([c:18]([C:29]([F:30])([F:31])[F:32])[n:19][c:20]2[C:21](=[O:22])[N:23]2[CH2:24][CH:25]([F:28])[CH2:26][CH2:27]2)[CH2:16][CH2:17]1)[CH2:33][c:34]1[c:35]([F:42])[cH:36][c:37]([F:41])[c:38]([F:40])[cH:39]1. Reactants: C(O)([O-])=O.[Na+] (sodium hydrogen carbonate), FC1=CC=C(C=C1)C1=CN(C2=CC=CC=C12)C(C)C (3-(4-fluorophenyl)-1-isopropyl-1H-indole), C1CCOC1 (THF), pyridinium bromide perbromide. Run in ClC1=CC=CC=C1 (chlorobenzene). Reaction conditions: temperature 3 celsius, time 1.25 hour. Product: BrC=1N(C2=CC=CC=C2C1C1=CC=C(C=C1)F)C(C)C (2-Bromo-3-(4-fluorophenyl)-1-isopropyl-1H-indole). RXN SMILES: [F:1][C:2]1[CH:7]=[CH:6][C:5]([C:8]2[C:16]3[C:11](=[CH:12][CH:13]=[CH:14][CH:15]=3)[N:10]([CH:17]([CH3:19])[CH3:18])[CH:9]=2)=[CH:4][CH:3]=1.C1COCC1.C1C=C[NH+]=CC=1.[Br:31][Br-]Br.C(=O)([O-])O.[Na+]>ClC1C=CC=CC=1>[Br:31][C:9]1[N:10]([CH:17]([CH3:19])[CH3:18])[C:11]2[C:16]([C:8]=1[C:5]1[CH:6]=[CH:7][C:2]([F:1])=[CH:3][CH:4]=1)=[CH:15][CH:14]=[CH:13][CH:12]=2 |f:2.3,4.5|. Procedure details: 20 g (78.95 mmol) of 3-(4-fluorophenyl)-1-isopropyl-1H-indole, 200 ml of THF and 200 ml of chlorobenzene are introduced into a 1.5 liter sulfonating flask, equipped with an anchor stirrer, thermometer and nitrogen delivery line, and cooled to 3° C. with stirring. 26.58 g (78.95 mmol) of pyridinium bromide perbromide are then added and stirring is carried out for 1.25 hours at 3° C. 680 g of a 5% sodium hydrogen carbonate solution are then added dropwise in the course of 10 min. The phases are se... Starting materials: ClCCl, C=C1CC(NC(=O)OCc2ccccc2)C1, CO. Yields the product O=C1CC(NC(=O)OCc2ccccc2)C1. As a reaction SMILES: [CH2:19]([Cl:20])[Cl:21].[CH2:1]([c:2]1[cH:3][cH:4][cH:5][cH:6][cH:7]1)[O:8][C:9](=[O:10])[NH:11][CH:12]1[CH2:13][C:14](=[CH2:16])[CH2:15]1.[CH3:17][OH:18]>>[CH2:1]([c:2]1[cH:3][cH:4][cH:5][cH:6][cH:7]1)[O:8][C:9](=[O:10])[NH:11][CH:12]1[CH2:13][C:14](=[O:18])[CH2:15]1. The reactants are C(C)(C)(C)OC(=O)N[C@H]1CCCCCC(C[C@H]2[C@](NC([C@H]3N(C1=O)C[C@@H](C3)OC3=NC1=CC=CC=C1N=C3)=O)(C2)C(=O)OCC)(F)F ((2R,6S,13aS,14aR,16aS)-ethyl 6-(tert-butoxycarbonylamino)-12,12-difluoro-5,16-dioxo-2-(quinoxalin-2-yloxy)octadecahydrocyclopropa[e]pyrrolo [1,2-a][1,4]diazacyclopentadecine-14a-carboxylate), O.[OH-].[Li+] (lithium hydroxide monohydrate), Cl (HCl). Run in O1CCCC1 (tetrahydrofuran), C(C)O (ethanol), O (Water), C(C)(=O)OCC (ethyl acetate). Reaction conditions: time 8 hour. The product is C(C)(C)(C)OC(=O)N[C@H]1CCCCCC(C[C@H]2[C@](NC([C@H]3N(C1=O)C[C@@H](C3)OC3=NC1=CC=CC=C1N=C3)=O)(C2)C(=O)O)(F)F ((2R,6S,13aS,14aR,16aS)-6-(tert-butoxycarbonylamino)-12,12-difluoro-5,16-dioxo-2-(quinoxalin-2-yloxy)octadecahydrocyclopropa[e]pyrrolo[1,2-a][1,4]diazacyclopentadecine-14a-carboxylic acid). Yield: 77.3%. Reaction SMILES: [C:1]([O:5][C:6]([NH:8][C@@H:9]1[C:23](=[O:24])[N:22]2[CH2:25][C@H:26]([O:28][C:29]3[CH:38]=[N:37][C:36]4[C:31](=[CH:32][CH:33]=[CH:34][CH:35]=4)[N:30]=3)[CH2:27][C@H:21]2[C:20](=[O:39])[NH:19][C@:18]2([C:41]([O:43]CC)=[O:42])[CH2:40][C@H:17]2[CH2:16][C:15]([F:47])([F:46])[CH2:14][CH2:13][CH2:12][CH2:11][CH2:10]1)=[O:7])([CH3:4])([CH3:3])[CH3:2].O.[OH-].[Li+].Cl>O1CCCC1.C(O)C.O.C(OCC)(=O)C>[C:1]([O:5][C:6]([NH:8][C@@H:9]1[C:23](=[O:24])[N:22]2[CH2:25][C@H:26]([O:28][C:29]3[CH:38]=[N:37][C:36]4[C:31](=[CH:32][CH:33]=[CH:34][CH:35]=4)[N:30]=3)[CH2:27][C@H:21]2[C:20](=[O:39])[NH:19][C@:18]2([C:41]([OH:43])=[O:42])[CH2:40][C@H:17]2[CH2:16][C:15]([F:46])([F:47])[CH2:14][CH2:13][CH2:12][CH2:11][CH2:10]1)=[O:7])([CH3:4])([CH3:2])[CH3:3] |f:1.2.3|. Reported procedure: To a solution of (2R,6S,13aS,14aR,16aS)-ethyl 6-(tert-butoxycarbonylamino)-12,12-difluoro-5,16-dioxo-2-(quinoxalin-2-yloxy)octadecahydrocyclopropa[e]pyrrolo [1,2-a][1,4]diazacyclopentadecine-14a-carboxylate (Example 1h, 14.6 mg, 0.022 mmol) in tetrahydrofuran (55.3 μl), ethanol (27.6 μl) and Water (27.6 μl) was added lithium hydroxide monohydrate (4.19 mg, 0.100 mmol). The reaction mixture was stirred at room temperature overnight, diluted with ethyl acetate and cooled to 0° C. The reaction mixt...